From a dataset of the Open Reaction Database (ORD), a public repository of structured organic reaction records. describe an organic reaction: reactants, conditions, products, and yield Starting materials: [Ag+], CO, O=Cc1ccc(Cl)o1, O=[N+]([O-])[O-], [NH4+], [Na+], [OH-], [OH-], O. The product is O=C(O)c1ccc(Cl)o1. Reaction SMILES: [Ag+:20].[CH3:14][OH:15].[Cl:5][c:6]1[cH:7][cH:8][c:9]([CH:11]=[O:12])[o:10]1.[N+:16]([O-:17])([O-:18])=[O:19].[NH4+:3].[Na+:2].[OH-:1].[OH-:4].[OH2:13]>>[OH:1][C:11]([c:9]1[cH:8][cH:7][c:6]([Cl:5])[o:10]1)=[O:12]. Reactants: CN1CCN(CC1)C1=CC=C(C=N1)N (6-(4-methylpiperazin-1-yl)-pyridin-3-ylamine), S1C2=C(C(=C1)C1=CC=C(C=3N=CC=NC13)C(=O)O)C=CC=C2 (8-benzo[b]thiophen-3-yl-quinoxaline-5-carboxylic acid). Solvent: C(Cl)Cl.CO (DCM MeOH). Reaction conditions: time 20 hour. Yields the product CN1CCN(CC1)C1=CC=C(C=N1)NC(=O)C=1C=2N=CC=NC2C(=CC1)C=1C2=C(SC1)C=CC=C2 (8-Benzo[b]thiophen-3-yl-quinoxaline-5-carboxylic acid [6-(4-methyl-piperazin-1-yl)-pyridin-3-yl]-amide). Reaction SMILES: [CH3:1][N:2]1[CH2:7][CH2:6][N:5]([C:8]2[N:13]=[CH:12][C:11]([NH2:14])=[CH:10][CH:9]=2)[CH2:4][CH2:3]1.[S:15]1[CH:19]=[C:18]([C:20]2[C:29]3[N:28]=[CH:27][CH:26]=[N:25][C:24]=3[C:23]([C:30](O)=[O:31])=[CH:22][CH:21]=2)[C:17]2[CH:33]=[CH:34][CH:35]=[CH:36][C:16]1=2>C(Cl)Cl.CO>[CH3:1][N:2]1[CH2:7][CH2:6][N:5]([C:8]2[N:13]=[CH:12][C:11]([NH:14][C:30]([C:23]3[C:24]4[N:25]=[CH:26][CH:27]=[N:28][C:29]=4[C:20]([C:18]4[C:17]5[CH:33]=[CH:34][CH:35]=[CH:36][C:16]=5[S:15][CH:19]=4)=[CH:21][CH:22]=3)=[O:31])=[CH:10][CH:9]=2)[CH2:4][CH2:3]1 |f:2.3|. Reported procedure: The title compound was prepared in analogy to the procedure described in Step 14.1 but stirring the reaction mixture for 20 h at rt, using 6-(4-methylpiperazin-1-yl)-pyridin-3-ylamine (prepared as described in Example 33 but using N-methyl-piperazine in Step 33.2) and 8-benzo[b]thiophen-3-yl-quinoxaline-5-carboxylic acid (Example 59). Title compound: ESI-MS: 481.0 [M+H]+; tR=3.81 min (System 1); TLC: Rf=0.40 (DCM/MeOH, 9:1). Reactants: FC1=CC=C(C=C1)C(C)C=1OC(=NN1)\C=C\C1=CC(=C(C=C1)N1C=NC(=C1)C)OC (2-[1-(4-fluorophenyl)ethyl]-5-{(E)-2-[3-methoxy-4-(4-methyl-1H-imidazol-1-yl)phenyl]vinyl}-[1,3,4]oxadiazole), C(C)(=O)[O-].[NH4+] (ammonium acetate). Run in C(C)(=O)O (acetic acid). Isolated yield 34.9%. Product: FC1=CC=C(C=C1)C(C)C1=NN=C(N1)\C=C\C1=CC(=C(C=C1)N1C=NC(=C1)C)OC (3-[1-(4-fluorophenyl)ethyl]-5-{(E)-2-[3-methoxy-4-(4-methyl-1H-imidazol-1-yl)phenyl]vinyl}-4H-[1,2,4]triazole). As a reaction SMILES: [F:1][C:2]1[CH:7]=[CH:6][C:5]([CH:8]([C:10]2O[C:12](/[CH:15]=[CH:16]/[C:17]3[CH:22]=[CH:21][C:20]([N:23]4[CH:27]=[C:26]([CH3:28])[N:25]=[CH:24]4)=[C:19]([O:29][CH3:30])[CH:18]=3)=[N:13][N:14]=2)[CH3:9])=[CH:4][CH:3]=1.C([O-])(=O)C.[NH4+:35]>C(O)(=O)C>[F:1][C:2]1[CH:7]=[CH:6][C:5]([CH:8]([C:10]2[NH:35][C:12](/[CH:15]=[CH:16]/[C:17]3[CH:22]=[CH:21][C:20]([N:23]4[CH:27]=[C:26]([CH3:28])[N:25]=[CH:24]4)=[C:19]([O:29][CH3:30])[CH:18]=3)=[N:13][N:14]=2)[CH3:9])=[CH:4][CH:3]=1 |f:1.2|. Reported procedure: A solution of 2-[1-(4-fluorophenyl)ethyl]-5-{(E)-2-[3-methoxy-4-(4-methyl-1H-imidazol-1-yl)phenyl]vinyl}-[1,3,4]oxadiazole (23 mg) and ammonium acetate (88 mg) in acetic acid (1 mL) was stirred at 150° C. for 10 hours. The reaction solution was left to cool to room temperature and concentrated under reduced pressure. Ethyl acetate and saturated sodium bicarbonate water were added to the residue, and the organic layer was separated. The resulting organic layer was dried over anhydrous magnesium s... The reactants are C(C)(C)(C)OC(C(C)(C)O\N=C(/C(=O)O)\C=1N=C(SC1)NC(=O)OC(C)(C)C)=O ((Z)-2-(((1-(tert-butoxy)-2-methyl-1-oxopropan-2-yl)oxy)imino)-2-(2-((tert-butoxycarbonyl)amino)thiazol-4-yl)acetic acid), N[C@@H]1C(N[C@@H]1CN1N=CN=C1C)=O ((3S,4R)-3-amino-4-((5-methyl-1H-1,2,4-triazol-1-yl)methyl)azetidin-2-one), CCN=C=NCCCN(C)C (EDCI), N1=CC=CC=C1 (pyridine). The solvent is CN(C)C=O (DMF). Reaction conditions: time 24 hour. Yields the product C(C)(C)(C)OC(=O)NC=1SC=C(N1)/C(/C(=O)N[C@H]1[C@H](NC1=O)CN1N=CN=C1C)=N/OC(C(=O)OC(C)(C)C)(C)C (tert-Butyl 2-(((Z)-(1-(2-((tert-butoxycarbonyl)amino)thiazol-4-yl)-2-(((2R,3S)-2-((5-methyl-1H-1,2,4-triazol-1-yl)methyl)-4-oxoazetidin-3-yl)amino)-2-oxoethylidene)amino)oxy)-2-methylpropanoate). Yield: 44.5%. RXN SMILES: [C:1]([O:5][C:6](=[O:29])[C:7]([O:10]/[N:11]=[C:12](/[C:16]1[N:17]=[C:18]([NH:21][C:22]([O:24][C:25]([CH3:28])([CH3:27])[CH3:26])=[O:23])[S:19][CH:20]=1)\[C:13]([OH:15])=O)([CH3:9])[CH3:8])([CH3:4])([CH3:3])[CH3:2].[NH2:30][C@H:31]1[C@@H:34]([CH2:35][N:36]2[C:40]([CH3:41])=[N:39][CH:38]=[N:37]2)[NH:33][C:32]1=[O:42].CCN=C=NCCCN(C)C.N1C=CC=CC=1>CN(C=O)C>[C:25]([O:24][C:22]([NH:21][C:18]1[S:19][CH:20]=[C:16](/[C:12](=[N:11]/[O:10][C:7]([CH3:8])([CH3:9])[C:6]([O:5][C:1]([CH3:4])([CH3:2])[CH3:3])=[O:29])/[C:13]([NH:30][C@@H:31]2[C:32](=[O:42])[NH:33][C@@H:34]2[CH2:35][N:36]2[C:40]([CH3:41])=[N:39][CH:38]=[N:37]2)=[O:15])[N:17]=1)=[O:23])([CH3:26])([CH3:28])[CH3:27]. Procedure details: To a solution of (Z)-2-(((1-(tert-butoxy)-2-methyl-1-oxopropan-2-yl)oxy)imino)-2-(2-((tert-butoxycarbonyl)amino)thiazol-4-yl)acetic acid (310 mg, 0.72 mmol), (3S,4R)-3-amino-4-((5-methyl-1H-1,2,4-triazol-1-yl)methyl)azetidin-2-one (130 mg, 0.72 mmol) and EDCI (150 mg, 0.79 mmol) in DMF (5 mL) at 0° C. was added pyridine (64 μL, 0.79 mmol). After stirring at rt for 24 h it was concentrated in vacuo. The crude residue was purified via silica gel chromatography (MeOH-DCM, 10%), affording the title ...